From a dataset of the Open Reaction Database (ORD), a public repository of structured organic reaction records. describe an organic reaction: reactants, conditions, products, and yield The reactants are ClC=1C(=C(C=C(C=O)C1)OC)OC (5-Chloroveratraldehyde), C1(=CC=C(C=C1)S(=O)O)C (para-toluenesulfinic acid), C12(C(=O)CC(CC1)C2(C)C)CS(=O)(=O)O (camphorsulfonic acid), C(=O)N (formamide). Reaction conditions: temperature 65 celsius, time 2 hour. Product: C1(=CC=C(C=C1)S(=O)(=O)C(NC=O)C1=CC(=C(C(=C1)OC)OC)Cl)C (N-[(Toluene-4-sulfonyl)-(3-chloro-4,5-dimethoxyphenyl)methyl]formamide). As a reaction SMILES: [Cl:1][C:2]1[C:3]([O:12][CH3:13])=[C:4]([O:10][CH3:11])[CH:5]=[C:6]([CH:9]=1)[CH:7]=O.[C:14]1([CH3:23])[CH:19]=[CH:18][C:17]([S:20]([OH:22])=[O:21])=[CH:16][CH:15]=1.C12(CS(O)(=O)=O)C(C)(C)C(CC1)CC2=O.[CH:39]([NH2:41])=[O:40]>>[C:14]1([CH3:23])[CH:19]=[CH:18][C:17]([S:20]([CH:7]([C:6]2[CH:5]=[C:4]([O:10][CH3:11])[C:3]([O:12][CH3:13])=[C:2]([Cl:1])[CH:9]=2)[NH:41][CH:39]=[O:40])(=[O:22])=[O:21])=[CH:16][CH:15]=1. Procedure details: 5-Chloroveratraldehyde (5.7 g, 23.4 mmol), para-toluenesulfinic acid (3.0 g, 19.3 mmol) and camphorsulfonic acid (110 mg, 0.47 mmol) were treated with formamide (10 mL). Upon heating to 65° C. the reaction mixture turned into a solution and after two hours the product began to precipitate. After stirring for 16 h the precipitate was filtered, washed with methanol and dried in vacuum. The solvent is CO (MeOH), CN(C)C=O (DMF). Reported procedure: Prepared from 1-acetyl-3-(1-ethoxy-1-phenylmethylidene}-2-indolinone and 1.5 equivalents of 4-(1H-imidazol-4-yl)-aniline in DMF followed by treatment with 1N sodium hydroxide solution in MeOH. Reaction SMILES: C([N:4]1[C:12]2[C:7](=[CH:8][CH:9]=[CH:10][CH:11]=2)[C:6](=[C:13](OCC)[C:14]2[CH:19]=[CH:18][CH:17]=[CH:16][CH:15]=2)[C:5]1=[O:23])(=O)C.[NH:24]1[CH:28]=[C:27]([C:29]2[CH:35]=[CH:34][C:32]([NH2:33])=[CH:31][CH:30]=2)[N:26]=[CH:25]1.[OH-].[Na+]>CN(C=O)C.CO>[NH:24]1[CH:28]=[C:27]([C:29]2[CH:35]=[CH:34][C:32]([NH:33]/[C:13](=[C:6]3\[C:5](=[O:23])[NH:4][C:12]4[C:7]\3=[CH:8][CH:9]=[CH:10][CH:11]=4)/[C:14]3[CH:15]=[CH:16][CH:17]=[CH:18][CH:19]=3)=[CH:31][CH:30]=2)[N:26]=[CH:25]1 |f:2.3|. Product: N1C=NC(=C1)C1=CC=C(N\C(\C2=CC=CC=C2)=C\2/C(NC3=CC=CC=C23)=O)C=C1 (3-{(Z)-1-[4-(1H-imidazol-4-yl)anilino]-1-phenylmethylidene}-2-indolinone). Reactants: C(C)(=O)N1C(C(C2=CC=CC=C12)=C(C1=CC=CC=C1)OCC)=O (1-acetyl-3-(1-ethoxy-1-phenylmethylidene}-2-indolinone), N1C=NC(=C1)C1=CC=C(N)C=C1 (4-(1H-imidazol-4-yl)-aniline), [OH-].[Na+] (sodium hydroxide). The reactants are CC(C)(C)OC(=O)N1CCNCC1, CC(=O)C1=CC=C(C=C1)Br. The reagents and catalysts are C(=O)([O-])[O-].[Cs+].[Cs+], C1=CC=C(C=C1)P(C2=CC=CC=C2)C3=C(C4=CC=CC=C4C=C3)C5=C(C=CC6=CC=CC=C65)P(C7=CC=CC=C7)C8=CC=CC=C8, CC(=O)O.CC(=O)O.[Pd]. The solvent is CC1=CC=CC=C1. Conditions: temperature 120 celsius. Yields the product CC(=O)C1=CC=C(C=C1)N2CCN(CC2)C(=O)OC(C)(C)C. The yield is 52.5%. Reported procedure: In a CEM MW vial, p-Bromoacetophenone (729 ml, 6.03 mmol),tert-Butyl 1-piperazinecarboxylate (1.684 g, 9.04 mmol),racemic-2,2'-Bis(diphenylphosphino)-1,1'-binaphthyl (0.375 g, 0.60 mmol),Palladium (II) acetate (0.135 g, 0.60 mmol),Cesium carbonate (3.93 g, 12.06 mmol) was taken in toluene (10 ml).The RM was subjected to MW power of 300W,temp 120°C for 45 minutes. The LCMS was checked showed the formation of required mass.  Work-up:  The RM was passed through hyflow bed and filtrate was evaporate... Reactants: O (water), N1C(=O)NC(=O)C1 (hydantoin), C(C=CC1=CC=CC=C1)=O (cinnamaldehyde), fused sodium acetate. Run in C(C)(=O)O (acetic acid). The product is C(C=CC1=CC=CC=C1)=C1C(NC(N1)=O)=O (5-cinnamylidenehydantoin). As a reaction SMILES: [NH:1]1[CH2:7][C:5](=[O:6])[NH:4][C:2]1=[O:3].[CH:8](=O)[CH:9]=[CH:10][C:11]1[CH:16]=[CH:15][CH:14]=[CH:13][CH:12]=1.O>C(O)(=O)C>[CH:8](=[C:7]1[NH:1][C:2](=[O:3])[NH:4][C:5]1=[O:6])[CH:9]=[CH:10][C:11]1[CH:16]=[CH:15][CH:14]=[CH:13][CH:12]=1. Procedure details: A solution of hydantoin (40 g), freshly distilled cinnamaldehyde (50 g), and fused sodium acetate (80 g) in acetic acid (160 ml) was heated to reflux for 11/2 hours. The solution was poured into cold water (1.5 l) to precipitate the orange product, which was removed by filtration. This product was washed with water until neutral and then with cold ethanol to give 69 g (85% theoretical yield) of virtually pure product. Before use, the product was recrystallised from ethanol to give yellow crystal... The reactants are FC1=C(C(=C(C=C1OC)OC)F)C1=CC2=C(C=N1)C(=NN2C2OCCCC2)I (6-(2,6-difluoro-3,5-dimethoxyphenyl)-3-iodo-1-(tetrahydro-2H-pyran-2-yl)-1H-pyrazolo[4,3-c]pyridine), CC1(OB(OC1(C)C)C=1C=C2CN(C(C2=CC1)=O)CC(F)(F)F)C (5-(4,4,5,5-tetramethyl-1,3,2-dioxaborolan-2-yl)-2-(2,2,2-trifluoroethyl)isoindolin-1-one). Product: FC1=C(C(=C(C=C1OC)OC)F)C1=CC2=C(C=N1)C(=NN2)C=2C=C1CN(C(C1=CC2)=O)CC(F)(F)F (5-[6-(2,6-difluoro-3,5-dimethoxyphenyl)-1H-pyrazolo[4,3-c]pyridin-3-yl]-2-(2,2,2-trifluoroethyl)isoindolin-1-one). As a reaction SMILES: [F:1][C:2]1[C:7]([O:8][CH3:9])=[CH:6][C:5]([O:10][CH3:11])=[C:4]([F:12])[C:3]=1[C:13]1[N:18]=[CH:17][C:16]2[C:19](I)=[N:20][N:21](C3CCCCO3)[C:15]=2[CH:14]=1.CC1(C)C(C)(C)OB([C:37]2[CH:38]=[C:39]3[C:43](=[CH:44][CH:45]=2)[C:42](=[O:46])[N:41]([CH2:47][C:48]([F:51])([F:50])[F:49])[CH2:40]3)O1>>[F:1][C:2]1[C:7]([O:8][CH3:9])=[CH:6][C:5]([O:10][CH3:11])=[C:4]([F:12])[C:3]=1[C:13]1[N:18]=[CH:17][C:16]2[C:19]([C:37]3[CH:38]=[C:39]4[C:43](=[CH:44][CH:45]=3)[C:42](=[O:46])[N:41]([CH2:47][C:48]([F:51])([F:50])[F:49])[CH2:40]4)=[N:20][NH:21][C:15]=2[CH:14]=1. Procedure: This compound was prepared by using procedures analogous to those described for the synthesis of Example 52, Step 8 starting from 6-(2,6-difluoro-3,5-dimethoxyphenyl)-3-iodo-1-(tetrahydro-2H-pyran-2-yl)-1H-pyrazolo[4,3-c]pyridine and 5-(4,4,5,5-tetramethyl-1,3,2-dioxaborolan-2-yl)-2-(2,2,2-trifluoroethyl)isoindolin-1-one. LCMS (M+H)+=505.0. Reactants: [OH-].[Li+] (lithium hydroxide), OC=1C=CC2=C(SC(=C2CC2=CC(=C(C=C2)CN2CCCC2)OC)C2=CC=C(C=C2)OCCCC(=O)OC)C1 (6-Hydroxy-3-[3-methoxy-4-(1-pyrrolidinylmethyl)benzyl]-2-[4-[4-methoxy-4-oxobutoxy]phenyl]benzo[b]thiophene), Cl (HCl). Run in C1CCOC1.CO.O (THF MeOH H2O). Conditions: time 4 day. Yields the product OC=1C=CC2=C(SC(=C2CC2=CC(=C(C=C2)CN2CCCC2)OC)C2=CC=C(C=C2)OCCCC(=O)O)C1 (6-Hydroxy-3-[3-methoxy-4-(1-pyrrolidinylmethyl)benzyl]-2-[4-[4-hydroxy-4-oxobutoxy]phenyl]benzo[b]thiophene). Reaction SMILES: [OH:1][C:2]1[CH:3]=[CH:4][C:5]2[C:9]([CH2:10][C:11]3[CH:16]=[CH:15][C:14]([CH2:17][N:18]4[CH2:22][CH2:21][CH2:20][CH2:19]4)=[C:13]([O:23][CH3:24])[CH:12]=3)=[C:8]([C:25]3[CH:30]=[CH:29][C:28]([O:31][CH2:32][CH2:33][CH2:34][C:35]([O:37]C)=[O:36])=[CH:27][CH:26]=3)[S:7][C:6]=2[CH:39]=1.[OH-].[Li+].Cl>C1COCC1.CO.O>[OH:1][C:2]1[CH:3]=[CH:4][C:5]2[C:9]([CH2:10][C:11]3[CH:16]=[CH:15][C:14]([CH2:17][N:18]4[CH2:22][CH2:21][CH2:20][CH2:19]4)=[C:13]([O:23][CH3:24])[CH:12]=3)=[C:8]([C:25]3[CH:26]=[CH:27][C:28]([O:31][CH2:32][CH2:33][CH2:34][C:35]([OH:37])=[O:36])=[CH:29][CH:30]=3)[S:7][C:6]=2[CH:39]=1 |f:1.2,4.5.6|. Procedure details: 6-Hydroxy-3-[3-methoxy-4-(1-pyrrolidinylmethyl)benzyl]-2-[4-[4-methoxy-4-oxobutoxy]phenyl]benzo[b]thiophene (147 mg) was dissolved in THF:MeOH:H2O (3:1:1, 3.0 mL), treated with lithium hydroxide monhydrate (12 mg) in one portion, and allowed to stir at ambient temperature for 4 days. The reaction mixture was neutralized with dilute HCl and concentrated in vacuo. The residue was dissolved in methanol. The solution was transfered to a clean vial and solvent was removed with a stream of nitrogen to...